This data is from the Open Reaction Database (ORD), a public repository of structured organic reaction records. The task is: describe an organic reaction: reactants, conditions, products, and yield Reactants: CC(C)(C)OC(=O)N1C(C(O[Si](C)(C)C(C)(C)C)c2ccc(C(F)(F)F)cc2)COS1=O, CCOC(C)=O, CC#N, [O-][I+3]([O-])([O-])[O-], [Na+], O, O, Cl[Ru](Cl)Cl. Yields the product CC(C)(C)OC(=O)N1C(C(O[Si](C)(C)C(C)(C)C)c2ccc(C(F)(F)F)cc2)COS1(=O)=O. RXN SMILES: [C:1]([CH3:2])([CH3:3])([CH3:4])[Si:5]([O:6][CH:7]([CH:8]1[N:9]([C:14](=[O:15])[O:16][C:17]([CH3:18])([CH3:19])[CH3:20])[S:10](=[O:13])[O:11][CH2:12]1)[c:21]1[cH:22][cH:23][c:24]([C:27]([F:28])([F:29])[F:30])[cH:25][cH:26]1)([CH3:31])[CH3:32].[CH3:40][CH2:41][O:42][C:43]([CH3:44])=[O:45].[CH3:46][C:47]#[N:48].[I+3:33]([O-:34])([O-:35])([O-:36])[O-:37].[Na+:38].[OH2:39].[OH2:49].[Ru:50]([Cl:51])([Cl:52])[Cl:53]>>[C:1]([CH3:2])([CH3:3])([CH3:4])[Si:5]([O:6][CH:7]([CH:8]1[N:9]([C:14](=[O:15])[O:16][C:17]([CH3:18])([CH3:19])[CH3:20])[S:10](=[O:13])(=[O:34])[O:11][CH2:12]1)[c:21]1[cH:22][cH:23][c:24]([C:27]([F:28])([F:29])[F:30])[cH:25][cH:26]1)([CH3:31])[CH3:32]. The reactants are Cc1ccc(S(=O)(=O)OCC2COc3cccc(F)c3O2)cc1, CCN, CCCCCC(C)C, CCOC(C)=O, CO. Product: CCNCC1COc2cccc(F)c2O1. Reaction SMILES: [CH3:1][c:2]1[cH:3][cH:4][c:5]([S:6]([O:7][CH2:12][CH:13]2[CH2:14][O:15][c:16]3[c:17]([c:19]([F:23])[cH:20][cH:21][cH:22]3)[O:18]2)(=[O:8])=[O:9])[cH:10][cH:11]1.[CH3:24][CH2:25][NH2:26].[CH3:27][CH2:28][CH2:29][CH2:30][CH2:31][CH:32]([CH3:33])[CH3:34].[CH3:35][CH2:36][O:37][C:38]([CH3:39])=[O:40].[CH3:41][OH:42]>>[CH2:12]([CH:13]1[CH2:14][O:15][c:16]2[c:17]([c:19]([F:23])[cH:20][cH:21][cH:22]2)[O:18]1)[NH:26][CH2:25][CH3:24]. Run at time 30 minute. The reactants are IC=1C=C(C(=O)Cl)C=C(C1OC)OC (3-iodo-4,5-dimethoxy-benzoyl chloride), C(CC(O)(C(=O)O)CC(=O)O)(=O)O (citric acid), [K+].C(CC(=O)[O-])(=O)OC (monomethyl malonate potassium salt), C[Si](C)(C)Cl (trimethylsilyl chloride), N1(NCCCCCCCCC1)C1CCCCCCCCCC1 (diaza-bicycloundecane). Run in C(C)#N (acetonitrile). Reported procedure: 272 mg of monomethyl malonate potassium salt and 0.41 ml of trimethylsilyl chloride are stirred at room temperature in 5 ml of acetonitrile for 4 hrs. Subsequently, the mixture is cooled to 0° and 0.75 ml of diaza-bicycloundecane is added. The mixture is stirred at room temperature for 30 min. Thereafter, 0.5 g of 3-iodo-4,5-dimethoxy-benzoyl chloride is added portionwise thereto and the mixture is stirred at room temperature for 19 hrs. The mixture is brought to about pH4 with 10 percent citric... RXN SMILES: [K+].[C:2]([O:8][CH3:9])(=[O:7])[CH2:3][C:4]([O-:6])=O.C[Si](Cl)(C)C.N1(C2CCCCCCCCCC2)CCCCCCCC[CH2:17]N1.[I:37][C:38]1[CH:39]=[C:40]([CH:44]=[C:45]([O:49][CH3:50])[C:46]=1[O:47][CH3:48])C(Cl)=O.C(O)(=O)CC(CC(O)=O)(C(O)=O)O>C(#N)C>[I:37][C:38]1[CH:39]=[C:40]([C:4](=[O:6])[CH2:3][C:2]([O:8][CH2:9][CH3:17])=[O:7])[CH:44]=[C:45]([O:49][CH3:50])[C:46]=1[O:47][CH3:48] |f:0.1|. The yield is 26.0%. The product is IC=1C=C(C=C(C1OC)OC)C(CC(=O)OCC)=O (ethyl 3-(3-iodo-4,5-dimethoxy-phenyl)-3-oxo-propionate). Starting materials: Cl (HCl), BrC=1C=C2C(C(NC2=CC1)=O)=O (5-bromoisatin), [OH-].[K+] (potassium hydroxide), BrCC(C(=O)O)=O (bromopyruvic acid). The solvent is O (water). Run at time 6 day. Product: BrC=1C=C2C(=C(C=NC2=CC1)O)C(=O)O (6-bromo-3-hydroxyquinoline-4-carboxylic acid). Yield: 56.0%. Reaction SMILES: [Br:1][C:2]1[CH:3]=[C:4]2[C:8](=[CH:9][CH:10]=1)[NH:7][C:6](=O)[C:5]2=[O:12].[OH-].[K+].BrC[C:17](=O)[C:18]([OH:20])=[O:19].Cl>O>[Br:1][C:2]1[CH:3]=[C:4]2[C:8](=[CH:9][CH:10]=1)[N:7]=[CH:6][C:5]([OH:12])=[C:17]2[C:18]([OH:20])=[O:19] |f:1.2|. Reported procedure: A solution of 5-bromoisatin (2.26 g, 10 mmol) and potassium hydroxide (4.48 g, 80 mmol) in water (10 mL) was warmed until the materials were dissolved then cooled to room temperature, treated with bromopyruvic acid (2.3 g, 14 mmol), stirred for 6 days, adjusted to pH <7 with concentrated HCl, and filtered. The solid was washed with water and ethanol and dried to provide the desired product (1.5 g, 58%). MS (DCI/NH3) m/e 269 (M+H)+. Reactants: CC(C)(C)NS(=O)(=O)CC(=O)Nc1ccccc1, O=C(O)C(F)(F)F. Yields the product NS(=O)(=O)CC(=O)Nc1ccccc1. As a reaction SMILES: [C:1]([CH3:2])([CH3:3])([CH3:4])[NH:5][S:6](=[O:7])(=[O:8])[CH2:9][C:10](=[O:11])[NH:12][c:13]1[cH:14][cH:15][cH:16][cH:17][cH:18]1.[F:19][C:20]([F:21])([F:22])[C:23]([OH:24])=[O:25]>>[NH2:5][S:6](=[O:7])(=[O:8])[CH2:9][C:10](=[O:11])[NH:12][c:13]1[cH:14][cH:15][cH:16][cH:17][cH:18]1. Reactants: C(C)OC(OCC)=O (diethylcarbonate), [Li+].[OH-] (LiOH), C(C)(C)[N-]C(C)C.[Li+] (lithium diisopropylamide), N1=C(C=C(C=C1C)C)C (2,4,6-collidine). Run in C1CCOC1 (THF), C1CCOC1 (THF). Reaction conditions: time 4 hour. Product: CC1=NC(=CC(=C1)CC(=O)O)C (2-(2,6-Dimethyl-pyridin-4-yl)acetic acid). RXN SMILES: C([N-]C(C)C)(C)C.[Li+].[N:9]1[C:14]([CH3:15])=[CH:13][C:12]([CH3:16])=[CH:11][C:10]=1[CH3:17].C([O:20][C:21](=O)[O:22]CC)C.[Li+].[OH-]>C1COCC1>[CH3:17][C:10]1[CH:11]=[C:12]([CH2:16][C:21]([OH:22])=[O:20])[CH:13]=[C:14]([CH3:15])[N:9]=1 |f:0.1,4.5|. Procedure details: To a solution of lithium diisopropylamide (2M in THF/Hept/ethylbenzene, 5 mL) was added a solution of 2,4,6-collidine (1.26 mL) in THF (5 mL). The reaction mixture was stirred at RT for 4 h and added dropwise to a solution of diethylcarbonate (1.38 mL) in THF (5 mL) over 15 min. The resulting mixture was stirred at RT for 20 h. A LiOH solution (1M in water, 28 mL) was added, the mixture was stirred at RT for 2 h and filtered off. The filtrate was evaporated in vacuo. The residue was purified by ... Conditions: time 4 hour. Solvent: COCCOC (ethyleneglycol dimethylether). The product is BrC=1C=CC(=C(C1)N)[N+](=O)[O-] (5-Bromo-2-nitrobenzenamine). Reported procedure: To a solution of potassium tert-butoxide (21.92 g, 195 mmol) and copper (I) chloride (2.36 g, 23.8 mmol) in ethyleneglycol dimethylether (170 mL), stirred at 0° C. under nitrogen, a solution of 1-bromo-4-nitrobenzene (141, 8.69 g, 43.0 mmol) in DMF (45 mL) was added drop wise over 50 min. After complete addition the cooling bath was removed and the mixture was allowed to stir at room temperature for 4 h, diluted with DCM, washed with aqueous NH4Cl, dried over MgSO4, filtered and concentrated to ... The yield is 84.0%. As a reaction SMILES: CC(C)([O-])C.[K+].[Br:7][C:8]1[CH:13]=[CH:12][C:11]([N+:14]([O-:16])=[O:15])=[CH:10][CH:9]=1.C[N:18](C=O)C>COCCOC.[Cu]Cl>[Br:7][C:8]1[CH:13]=[CH:12][C:11]([N+:14]([O-:16])=[O:15])=[C:10]([NH2:18])[CH:9]=1 |f:0.1|. Starting materials: BrC1=CC=C(C=C1)[N+](=O)[O-] (1-bromo-4-nitrobenzene), CN(C)C=O (DMF), CC(C)([O-])C.[K+] (potassium tert-butoxide). Reagents/catalysts: [Cu]Cl (copper (I) chloride). Starting materials: C1(CC1)C(C(C(=O)C1=C(C(=C(S1)C)OC)F)C(=O)OC)=O (3-cyclopropyl-1-(4-fluoro-3-methoxy-2-methylthiophenyl)-2-methoxycarbonyl-propane-1,3-dione). The reagents and catalysts are Cl (hydrochloric acid). Run in C(C)#N.O (acetonitrile water). Product: C1(CC1)C(CC(=O)C1=C(C(=C(S1)C)OC)F)=O (3-Cyclopropyl-1-(4-fluoro-3-methoxy-2-methylthiophenyl)propane-1,3-dione). The yield is 65.4%. As a reaction SMILES: [CH:1]1([C:4](=[O:21])[CH:5](C(OC)=O)[C:6]([C:8]2[S:12][C:11]([CH3:13])=[C:10]([O:14][CH3:15])[C:9]=2[F:16])=[O:7])[CH2:3][CH2:2]1>C(#N)C.O.Cl>[CH:1]1([C:4](=[O:21])[CH2:5][C:6]([C:8]2[S:12][C:11]([CH3:13])=[C:10]([O:14][CH3:15])[C:9]=2[F:16])=[O:7])[CH2:3][CH2:2]1 |f:1.2|. Procedure: A solution of 3-cyclopropyl-1-(4-fluoro-3-methoxy-2-methylthiophenyl)-2-methoxycarbonyl-propane-1,3-dione (0.15 g) in a mixture of acetonitrile/water (95:5) containing 3 drops of hydrochloric acid (2M) was heated at reflux for 44 hours, cooled, dried (magnesium sulphate) and evaporated to give the title compound (0.08 g), NMR 0.9 (m, 2H), 1.1 (m, 2H), 1.65 (m, 1H), 2.37 (s, 3H), 3.96 (s, 3H), 4.15 (s, 1H), 5.9 (s, 1H), 6.95-7.15 (m, 2H).